From a dataset of the Open Reaction Database (ORD), a public repository of structured organic reaction records. describe an organic reaction: reactants, conditions, products, and yield The reactants are O=C([O-])[O-], C1CCOC1, O=C(Cl)Oc1ccccc1, [K+], [K+], CC(CO)(CO)c1cc(N)no1. Yields the product CC(CO)(CO)c1cc(NC(=O)Oc2ccccc2)no1. Reaction SMILES: [C:13](=[O:14])([O-:15])[O-:16].[CH2:29]1[O:30][CH2:31][CH2:32][CH2:33]1.[Cl:19][C:20](=[O:21])[O:22][c:23]1[cH:24][cH:25][cH:26][cH:27][cH:28]1.[K+:17].[K+:18].[NH2:1][c:2]1[n:3][o:4][c:5]([C:7]([CH2:8][OH:9])([CH2:10][OH:11])[CH3:12])[cH:6]1>>[NH:1]([c:2]1[n:3][o:4][c:5]([C:7]([CH2:8][OH:9])([CH2:10][OH:11])[CH3:12])[cH:6]1)[C:20](=[O:21])[O:22][c:23]1[cH:24][cH:25][cH:26][cH:27][cH:28]1. Starting materials: CCOc1c(Nc2ccncc2)c(=O)c1=O, NCCCCCCOc1ccc(OCCN2CCOCC2)cc1. Yields the product O=c1c(NCCCCCCOc2ccc(OCCN3CCOCC3)cc2)c(Nc2ccncc2)c1=O. Reaction SMILES: [CH2:1]([O:2][c:4]1[c:5](=[O:16])[c:6](=[O:15])[c:7]1[NH:8][c:9]1[cH:10][cH:11][n:12][cH:13][cH:14]1)[CH3:3].[O:17]1[CH2:18][CH2:19][N:20]([CH2:23][CH2:24][O:25][c:26]2[cH:27][cH:28][c:29]([O:30][CH2:31][CH2:32][CH2:33][CH2:34][CH2:35][CH2:36][NH2:37])[cH:38][cH:39]2)[CH2:21][CH2:22]1>>[c:4]1([NH:37][CH2:36][CH2:35][CH2:34][CH2:33][CH2:32][CH2:31][O:30][c:29]2[cH:28][cH:27][c:26]([O:25][CH2:24][CH2:23][N:20]3[CH2:19][CH2:18][O:17][CH2:22][CH2:21]3)[cH:39][cH:38]2)[c:5](=[O:16])[c:6](=[O:15])[c:7]1[NH:8][c:9]1[cH:10][cH:11][n:12][cH:13][cH:14]1. Starting materials: BrCc1ccccc1, O=C([O-])[O-], [K+], [K+], CN(C)C=O, COC(=O)c1ccc(CCc2ncccc2O)cc1. The product is COC(=O)c1ccc(CCc2ncccc2OCc2ccccc2)cc1. RXN SMILES: [Br:20][CH2:21][c:22]1[cH:23][cH:24][cH:25][cH:26][cH:27]1.[C:28](=[O:29])([O-:30])[O-:31].[K+:32].[K+:33].[O:34]=[CH:35][N:36]([CH3:37])[CH3:38].[OH:1][c:2]1[c:3]([CH2:8][CH2:9][c:10]2[cH:11][cH:12][c:13]([C:14](=[O:15])[O:16][CH3:17])[cH:18][cH:19]2)[n:4][cH:5][cH:6][cH:7]1>>[O:1]([c:2]1[c:3]([CH2:8][CH2:9][c:10]2[cH:11][cH:12][c:13]([C:14](=[O:15])[O:16][CH3:17])[cH:18][cH:19]2)[n:4][cH:5][cH:6][cH:7]1)[CH2:21][c:22]1[cH:23][cH:24][cH:25][cH:26][cH:27]1. The product is O=[N+]([O-])c1ccc(F)cc1CBr. As a reaction SMILES: [C:32]([Br:33])([Br:34])([Br:35])[Br:36].[CH2:37]([Cl:38])[Cl:39].[F:1][c:2]1[cH:3][cH:4][c:5]([N+:10](=[O:11])[O-:12])[c:6]([CH2:8][OH:9])[cH:7]1.[c:13]1([P:14]([c:15]2[cH:16][cH:17][cH:18][cH:19][cH:20]2)[c:21]2[cH:22][cH:23][cH:24][cH:25][cH:26]2)[cH:27][cH:28][cH:29][cH:30][cH:31]1>>[F:1][c:2]1[cH:3][cH:4][c:5]([N+:10](=[O:11])[O-:12])[c:6]([CH2:8][Br:33])[cH:7]1. The reactants are BrC(Br)(Br)Br, ClCCl, O=[N+]([O-])c1ccc(F)cc1CO, c1ccc(P(c2ccccc2)c2ccccc2)cc1.